describe an organic reaction: reactants, conditions, products, and yield From a dataset of the Open Reaction Database (ORD), a public repository of structured organic reaction records. The reactants are [BH4-], O=C1CCN(C2OC(CO)C(O)C2O)C(=O)N1, [Na+], O. Yields the product O=C1NC(O)CCN1C1OC(CO)C(O)C1O. Reaction SMILES: [BH4-:18].[CH:1]1([N:10]2[C:11](=[O:12])[NH:13][C:14](=[O:15])[CH2:16][CH2:17]2)[CH:2]([OH:3])[CH:4]([OH:5])[CH:6]([CH2:7][OH:8])[O:9]1.[Na+:19].[OH2:20]>>[CH:1]1([N:10]2[C:11](=[O:12])[NH:13][CH:14]([OH:15])[CH2:16][CH2:17]2)[CH:2]([OH:3])[CH:4]([OH:5])[CH:6]([CH2:7][OH:8])[O:9]1. As a reaction SMILES: [CH2:3]([CH3:4])[O:5][C:6](=[O:7])[CH2:8][C:9](=[O:10])[c:11]1[cH:12][c:13]([CH2:19][CH:20]([C:21](=[O:22])[O:23][CH2:24][CH3:25])[CH2:26][CH3:27])[cH:14][cH:15][c:16]1[O:17][CH3:18].[ClH:40].[F:28][C:29]([c:30]1[cH:31][cH:32][c:33]([CH2:34][Br:35])[cH:36][cH:37]1)([F:38])[F:39].[H-:1].[Na+:2].[O:41]1[CH2:42][CH2:43][CH2:44][CH2:45]1.[OH2:46]>>[CH2:3]([CH3:4])[O:5][C:6](=[O:7])[CH:8]([C:9](=[O:10])[c:11]1[cH:12][c:13]([CH2:19][CH:20]([C:21](=[O:22])[O:23][CH2:24][CH3:25])[CH2:26][CH3:27])[cH:14][cH:15][c:16]1[O:17][CH3:18])[CH2:34][c:33]1[cH:32][cH:31][c:30]([C:29]([F:28])([F:38])[F:39])[cH:37][cH:36]1. Starting materials: CCOC(=O)CC(=O)c1cc(CC(CC)C(=O)OCC)ccc1OC, Cl, FC(F)(F)c1ccc(CBr)cc1, [H-], [Na+], C1CCOC1, O. Product: CCOC(=O)C(CC)Cc1ccc(OC)c(C(=O)C(Cc2ccc(C(F)(F)F)cc2)C(=O)OCC)c1. Starting materials: FC=1C=C(CNC(=O)C2=C(N(C3=CC(=CC=C23)OC)CC2=NC=CC=C2)C(C)C)C=CC1F (N-(3,4-difluorobenzyl)-2-isopropyl-6-methoxy-1-(pyridin-2-ylmethyl)-1H-indole-3-carboxamide), FC=1C=C(CNC(=O)C2=C(N(C3=CC(=CC=C23)OC)CC2=NC=CC=C2)C(C)C)C=CC1F (N-(3,4-difluorobenzyl)-2-isopropyl-6-methoxy-1-(pyridin-2-ylmethyl)-1H-indole-3-carboxamide), B(Br)(Br)Br (BBr3). The solvent is C(Cl)Cl (CH2Cl2). Conditions: temperature 0 celsius, time 1 hour. Product: FC=1C=C(CNC(=O)C2=C(N(C3=CC(=CC=C23)O)CC2=NC=CC=C2)C(C)C)C=CC1F (N-(3,4-Difluorobenzyl)-6-hydroxy-2-isopropyl-1-(pyridin-2-ylmethyl)-1H-indole-3-carboxamide). As a reaction SMILES: [F:1][C:2]1[CH:3]=[C:4]([CH:30]=[CH:31][C:32]=1[F:33])[CH2:5][NH:6][C:7]([C:9]1[C:17]2[C:12](=[CH:13][C:14]([O:18]C)=[CH:15][CH:16]=2)[N:11]([CH2:20][C:21]2[CH:26]=[CH:25][CH:24]=[CH:23][N:22]=2)[C:10]=1[CH:27]([CH3:29])[CH3:28])=[O:8].B(Br)(Br)Br>C(Cl)Cl>[F:1][C:2]1[CH:3]=[C:4]([CH:30]=[CH:31][C:32]=1[F:33])[CH2:5][NH:6][C:7]([C:9]1[C:17]2[C:12](=[CH:13][C:14]([OH:18])=[CH:15][CH:16]=2)[N:11]([CH2:20][C:21]2[CH:26]=[CH:25][CH:24]=[CH:23][N:22]=2)[C:10]=1[CH:27]([CH3:29])[CH3:28])=[O:8]. Procedure details: To a solution of N-(3,4-difluorobenzyl)-2-isopropyl-6-methoxy-1-(pyridin-2-ylmethyl)-1H-indole-3-carboxamide (Compound 200, 735 mg, 1.64 mmol) in CH2Cl2 (25 ml) at 0° C. was added BBr3 (1.0 M in CH2Cl2, 6.6 ml, 6.56 mmol) dropwise. The reaction was stirred for 1 h at 0° C. and 1 h at room temperature, quenched with ice, extracted with EtOAc, the organic layer was washed with brine, dried over Na2SO4, and concentrated in vacuo. The residue was purified by chromatography on silica gel (0→85% EtOAc... Reaction SMILES: [C:1]([CH3:2])([CH3:3])([CH3:4])[O:5][C:6]([c:7]1[c:8]([N+:19](=[O:20])[O-:21])[cH:9][c:10]([O:13][CH2:14][CH2:15][N:16]([CH3:17])[CH3:18])[cH:11][cH:12]1)=[O:22].[ClH:23].[O:24]1[CH2:25][CH2:26][O:27][CH2:28][CH2:29]1>>[ClH:23].[O:5]=[C:6]([c:7]1[c:8]([N+:19](=[O:20])[O-:21])[cH:9][c:10]([O:13][CH2:14][CH2:15][N:16]([CH3:17])[CH3:18])[cH:11][cH:12]1)[OH:22]. The reactants are CN(C)CCOc1ccc(C(=O)OC(C)(C)C)c([N+](=O)[O-])c1, Cl, C1COCCO1. Yields the product Cl, CN(C)CCOc1ccc(C(=O)O)c([N+](=O)[O-])c1. Starting materials: C(C)(=O)NC1=CC=C(C=O)C=C1 (4-acetamidobenzaldehyde), N1CCCCC1 (piperidine), [BH-](OC(=O)C)(OC(=O)C)OC(=O)C.[Na+] (NaBH(OAc)3), CCN(C(C)C)C(C)C (DIPEA), C(=O)(O)[O-].[Na+] (NaHCO3). Solvent: C(Cl)Cl (DCM), C(Cl)Cl (DCM). Conditions: time 4 hour. Product: N1(CCCCC1)CC1=CC=C(C=C1)NC(C)=O (N-(4-Piperidin-1-ylmethyl-phenyl)-acetamide). As a reaction SMILES: [C:1]([NH:4][C:5]1[CH:12]=[CH:11][C:8]([CH:9]=O)=[CH:7][CH:6]=1)(=[O:3])[CH3:2].[NH:13]1[CH2:18][CH2:17][CH2:16][CH2:15][CH2:14]1.[BH-](OC(C)=O)(OC(C)=O)OC(C)=O.[Na+].CCN(C(C)C)C(C)C.C([O-])(O)=O.[Na+]>C(Cl)Cl>[N:13]1([CH2:9][C:8]2[CH:11]=[CH:12][C:5]([NH:4][C:1](=[O:3])[CH3:2])=[CH:6][CH:7]=2)[CH2:18][CH2:17][CH2:16][CH2:15][CH2:14]1 |f:2.3,5.6|. Procedure details: A mixture of 4-acetamidobenzaldehyde (200 mg), piperidine (0.121 mL), NaBH(OAc)3 (636 mg) and DIPEA (0.617 mL) in DCM (4 mL) was stirred at RT for 4 h. DCM and sat. NaHCO3 were added. The phases were separated, the org. layer was dried (Na2SO4), filtered off and evaporated to dryness to afford 267 mg of white solid. LC-MS (B): tR=0.45 min; [M+H]+: 233.24. The reactants are N1=C(N=CC=C1)CCC(=O)OCC (ethyl 3-pyrimidin-2-ylpropanoate), CS(=O)(=O)N1CCN(CC1)C1=NC=C(C=C1)OCC(F)(F)F (1-(methylsulfonyl)-4-[5-(2,2,2-trifluoroethoxy)pyridin-2-yl]piperazine), [Li+].C[Si](C)(C)[N-][Si](C)(C)C (LHMDS). Solvent: C1CCOC1 (THF), C1CCOC1 (THF), CCCC(C)C.CCOCC (isoHexane ether). Reaction conditions: temperature -20 celsius, time 20 minute. Product: N1=C(N=CC=C1)CCC(CS(=O)(=O)N1CCN(CC1)C1=NC=C(C=C1)OCC(F)(F)F)=O (4-pyrimidin-2-yl-1-({4-[5-(2,2,2-trifluoroethoxy)pyridin-2-yl]piperazin-1-yl}sulfonyl)butan-2-one), solid. The yield is 82.1%. Reaction SMILES: [CH3:1][S:2]([N:5]1[CH2:10][CH2:9][N:8]([C:11]2[CH:16]=[CH:15][C:14]([O:17][CH2:18][C:19]([F:22])([F:21])[F:20])=[CH:13][N:12]=2)[CH2:7][CH2:6]1)(=[O:4])=[O:3].[Li+].C[Si]([N-][Si](C)(C)C)(C)C.[N:33]1[CH:38]=[CH:37][CH:36]=[N:35][C:34]=1[CH2:39][CH2:40][C:41](OCC)=[O:42]>C1COCC1.CCCC(C)C.CCOCC>[N:33]1[CH:38]=[CH:37][CH:36]=[N:35][C:34]=1[CH2:39][CH2:40][C:41](=[O:42])[CH2:1][S:2]([N:5]1[CH2:10][CH2:9][N:8]([C:11]2[CH:16]=[CH:15][C:14]([O:17][CH2:18][C:19]([F:22])([F:20])[F:21])=[CH:13][N:12]=2)[CH2:7][CH2:6]1)(=[O:4])=[O:3] |f:1.2,5.6|. Procedure: To a stirred suspension of 1-(methylsulfonyl)-4-[5-(2,2,2-trifluoroethoxy)pyridin-2-yl]piperazine (13.3 g, 39.2 mmol) in THF (200 mL) at −70° C. was added LHMDS (75 mL, 75 mmol) drop wise and the reaction stirred for 20 minutes. A solution of ethyl 3-pyrimidin-2-ylpropanoate (9.2 g, 51 mmol) in THF (55 mL) was then added at −70° C., warmed to −20° C. and stirred for 2 hours. The reaction was then quenched by addition of a saturated solution of NH4Cl (250 mL), extracted twice with EtOAc (3×250 mL... The reactants are C(C)(C)(C)OC(N(C)C[C@@H]1CC[C@H](CC1)C#CCO)=O (trans-[4-(3-hydroxy-prop-1-ynyl)-cyclohexylmethyl]-methyl-carbamic acid tert-butyl ester), CS(=O)(=O)Cl (methanesulfonylchloride), N1=C(C=CC=C1C)C (2,6-lutidine), CS(=O)(=O)Cl (methanesulfonylchloride), N1=C(C=CC=C1C)C (2,6-lutidine), O (Water). Solvent: C(Cl)Cl (methylenechloride). Product: C(C)(C)(C)OC(=O)N(C)C[C@@H]1CC[C@H](CC1)C#CCOS(=O)(=O)C (trans-methanesulfonic acid 3-{4-[(tert-butoxycarbonyl-methyl-amino)-methyl]-cyclohexyl}-prop-2-ynyl ester). Yield: 119.9%. RXN SMILES: [C:1]([O:5][C:6](=[O:20])[N:7]([CH2:9][C@H:10]1[CH2:15][CH2:14][C@H:13]([C:16]#[C:17][CH2:18][OH:19])[CH2:12][CH2:11]1)[CH3:8])([CH3:4])([CH3:3])[CH3:2].[CH3:21][S:22](Cl)(=[O:24])=[O:23].N1C(C)=CC=CC=1C.O>C(Cl)Cl>[C:1]([O:5][C:6]([N:7]([CH2:9][C@H:10]1[CH2:15][CH2:14][C@H:13]([C:16]#[C:17][CH2:18][O:19][S:22]([CH3:21])(=[O:24])=[O:23])[CH2:12][CH2:11]1)[CH3:8])=[O:20])([CH3:3])([CH3:2])[CH3:4]. Reported procedure: A solution of 8.16 g (29 mmol) of trans-[4-(3-hydroxy-prop-1-ynyl)-cyclohexylmethyl]-methyl-carbamic acid tert-butyl ester in 230 ml methylenechloride was treated at 0° C. with 2.48 ml (31.9 mmol) of methanesulfonylchloride and 5.05 ml (43.5 mmol) of 2,6-lutidine. The reaction mixture was stirred over night to room temperature. The reaction was cooled (0° C.) and treated again with 0.68 ml (8.7 mmol) of methanesulfonylchloride and 1.68 ml (14.5 mmol) of 2,6-lutidine and stirred for 24 hours. Wat... The reactants are CCN(C(C)C)C(C)C, COC(=O)Cl, CC(C)Oc1ccc(-c2nc(-c3cccc4c3CCC4N)no2)cc1C#N, CN(C)C=O. The product is COC(=O)NC1CCc2c(-c3noc(-c4ccc(OC(C)C)c(C#N)c4)n3)cccc21. RXN SMILES: [CH:28]([N:29]([CH2:30][CH3:31])[CH:32]([CH3:33])[CH3:34])([CH3:35])[CH3:36].[Cl:37][C:38](=[O:39])[O:40][CH3:41].[NH2:1][CH:2]1[CH2:3][CH2:4][c:5]2[c:6](-[c:11]3[n:12][o:13][c:14](-[c:16]4[cH:17][cH:18][c:19]([O:24][CH:25]([CH3:26])[CH3:27])[c:20]([C:21]#[N:22])[cH:23]4)[n:15]3)[cH:7][cH:8][cH:9][c:10]21.[O:42]=[CH:43][N:44]([CH3:45])[CH3:46]>>[NH:1]([CH:2]1[CH2:3][CH2:4][c:5]2[c:6](-[c:11]3[n:12][o:13][c:14](-[c:16]4[cH:17][cH:18][c:19]([O:24][CH:25]([CH3:26])[CH3:27])[c:20]([C:21]#[N:22])[cH:23]4)[n:15]3)[cH:7][cH:8][cH:9][c:10]21)[C:38](=[O:39])[O:40][CH3:41].